Dataset: the Open Reaction Database (ORD), a public repository of structured organic reaction records. Task: describe an organic reaction: reactants, conditions, products, and yield Starting materials: Oc1ccccc1Br, CCOC(CBr)OCC, CS(C)=O, [K+], [OH-], O. Yields the product CCOC(COc1ccccc1Br)OCC. As a reaction SMILES: [Br:3][c:4]1[c:5]([OH:10])[cH:6][cH:7][cH:8][cH:9]1.[CH2:11]([CH3:12])[O:13][CH:14]([CH2:15][Br:16])[O:17][CH2:18][CH3:19].[CH3:21][S:22]([CH3:23])=[O:24].[K+:2].[OH-:1].[OH2:20]>>[Br:3][c:4]1[c:5]([O:10][CH2:15][CH:14]([O:13][CH2:11][CH3:12])[O:17][CH2:18][CH3:19])[cH:6][cH:7][cH:8][cH:9]1. Starting materials: O=C([O-])[O-], CN(C)C=O, CCOC(C)=O, CCOC(=O)CCl, [K+], [K+], COC(OC)C(O)c1cc(C)c(O)cc1C. Product: CCOC(=O)COc1cc(C)c(C(O)C(OC)OC)cc1C. As a reaction SMILES: [C:22](=[O:23])([O-:24])[O-:25].[CH3:1][N:2]([CH3:3])[CH:4]=[O:5].[CH3:35][CH2:36][O:37][C:38](=[O:39])[CH3:40].[Cl:28][CH2:29][C:30](=[O:31])[O:32][CH2:33][CH3:34].[K+:26].[K+:27].[OH:6][CH:7]([CH:8]([O:9][CH3:10])[O:11][CH3:12])[c:13]1[cH:14][c:15]([CH3:21])[c:16]([OH:20])[cH:17][c:18]1[CH3:19]>>[OH:6][CH:7]([CH:8]([O:9][CH3:10])[O:11][CH3:12])[c:13]1[cH:14][c:15]([CH3:21])[c:16]([O:20][CH2:29][C:30](=[O:31])[O:32][CH2:33][CH3:34])[cH:17][c:18]1[CH3:19]. The reactants are ClC1=NC=CC(=C1)CC=1C=C2C(N(C=NC2=C2C1C=CC=C2)[C@@H]2[C@H](COCC2)O)=O (6-[(2-chloropyridin-4-yl)methyl]-3-[(3R,4S)-3-hydroxytetrahydro-2H-pyran-4-yl]benzo[h]quinazolin-4(3H)-one), ClC1=NC=CC(=C1)CO (2-chloropyridine-4-methanol). Product: COC1=NC=CC(=C1)CO ((2-methoxypyridin-4-yl)methanol). As a reaction SMILES: ClC1C=C(CC2C=C3C(=C4C=CC=CC=24)N=CN([C@H]2CC[O:26][CH2:25][C@@H]2O)C3=O)C=CN=1.Cl[C:32]1[CH:37]=[C:36]([CH2:38][OH:39])[CH:35]=[CH:34][N:33]=1>>[CH3:25][O:26][C:32]1[CH:37]=[C:36]([CH2:38][OH:39])[CH:35]=[CH:34][N:33]=1. Procedure: The title compound was prepared by the procedure described for the synthesis of 6-[(2-chloropyridin-4-yl)methyl]-3-[(3R,4S)-3-hydroxytetrahydro-2H-pyran-4-yl]benzo[h]quinazolin-4(3H)-one in Example 15, substituting (2-methoxypyridin-4-yl)methanol for 2-chloropyridine-4-methanol. The resultant orange solid gave proton NMR spectra consistent with theory and a mass ion (ES+) of 418.1779 for [M+H]+ [Calc'd for C24H24N3O4, [M+H]+=418.1761]: 1H NMR (400 MHz, d6-DMSO) δ 9.01 (d, J=7.7 Hz, 1H), 8.71 (s,... Starting materials: CC(=O)c1ccc(-c2nc3cc(Br)ccc3[nH]2)cc1, COC(OC)N(C)C, CN(C)C=O. Yields the product CN(C)C=CC(=O)c1ccc(-c2nc3cc(Br)ccc3[nH]2)cc1. Reaction SMILES: [Br:1][c:2]1[cH:3][c:4]2[c:5]([nH:6][c:7](-[c:9]3[cH:10][cH:11][c:12]([C:15]([CH3:16])=[O:17])[cH:13][cH:14]3)[n:8]2)[cH:18][cH:19]1.[CH3:20][O:21][CH:22]([N:23]([CH3:24])[CH3:25])[O:26][CH3:27].[CH3:28][N:29]([CH3:30])[CH:31]=[O:32]>>[Br:1][c:2]1[cH:3][c:4]2[c:5]([nH:6][c:7](-[c:9]3[cH:10][cH:11][c:12]([C:15]([CH:16]=[CH:22][N:23]([CH3:24])[CH3:25])=[O:17])[cH:13][cH:14]3)[n:8]2)[cH:18][cH:19]1. The reactants are [H-].[Na+] (sodium hydride), CN(C)C=O (DMF), resultant mixture, ClC1=C(N=NC(=C1C1=CC=C(C=C1)Cl)C)C (4-chloro-5-(4-chlorophenyl)-3,6-dimethylpyridazine), FC(C1=NNC=C1)(F)F (3-trifluoromethylpyrazole). Run in C(C)(=O)OCC (ethyl acetate). Run at time 5 hour. Yields the product ClC1=CC=C(C=C1)C=1C(=C(N=NC1C)C)N1N=C(C=C1)C(F)(F)F (5-(4-chlorophenyl)-4-(3-trifluoromethyl-1-pyrazolyl)-3,6-dim ethylpyridazine). The yield is 77.5%. RXN SMILES: [H-].[Na+].CN(C=O)C.[F:8][C:9]([F:16])([F:15])[C:10]1[CH:14]=[CH:13][NH:12][N:11]=1.Cl[C:18]1[C:23]([C:24]2[CH:29]=[CH:28][C:27]([Cl:30])=[CH:26][CH:25]=2)=[C:22]([CH3:31])[N:21]=[N:20][C:19]=1[CH3:32]>C(OCC)(=O)C>[Cl:30][C:27]1[CH:26]=[CH:25][C:24]([C:23]2[C:18]([N:12]3[CH:13]=[CH:14][C:10]([C:9]([F:16])([F:15])[F:8])=[N:11]3)=[C:19]([CH3:32])[N:20]=[N:21][C:22]=2[CH3:31])=[CH:29][CH:28]=1 |f:0.1|. Procedure: 87 mg of sodium hydride (55% oil dispersion) was added to 5 ml of DMF, and to this was added 0.27 g of 3-trifluoromethylpyrazole, and the mixture was stirred for 5 hours at room temperature. To the resultant mixture was added 0.25 g of 4-chloro-5-(4-chlorophenyl)-3,6-dimethylpyridazine, and the mixture was stirred for 3 hours on an oil bath of 80° C. To the reaction mixture was added ethyl acetate, and the mixture was washed with brine four times. The organic layer was dried over anhydrous magne... Starting materials: Cc1oc(-c2ccccc2)nc1COc1ccc(CON)cc1, CC(=O)O, CC(=O)[O-], CCO, [Na+], CCOC(=O)CCC(=O)c1ccccn1, O. The product is CCOC(=O)CCC(=NOCc1ccc(OCc2nc(-c3ccccc3)oc2C)cc1)c1ccccn1. Reaction SMILES: [CH3:1][c:2]1[c:3]([CH2:13][O:14][c:15]2[cH:16][cH:17][c:18]([CH2:19][O:20][NH2:21])[cH:22][cH:23]2)[n:4][c:5](-[c:7]2[cH:8][cH:9][cH:10][cH:11][cH:12]2)[o:6]1.[CH3:39][C:40](=[O:41])[OH:42].[CH3:44][C:45](=[O:46])[O-:47].[CH3:49][CH2:50][OH:51].[Na+:43].[O:24]=[C:25]([CH2:26][CH2:27][C:28](=[O:29])[O:30][CH2:31][CH3:32])[c:33]1[n:34][cH:35][cH:36][cH:37][cH:38]1.[OH2:48]>>[CH3:1][c:2]1[c:3]([CH2:13][O:14][c:15]2[cH:16][cH:17][c:18]([CH2:19][O:20][N:21]=[C:25]([CH2:26][CH2:27][C:28](=[O:29])[O:30][CH2:31][CH3:32])[c:33]3[n:34][cH:35][cH:36][cH:37][cH:38]3)[cH:22][cH:23]2)[n:4][c:5](-[c:7]2[cH:8][cH:9][cH:10][cH:11][cH:12]2)[o:6]1. Starting materials: C(CCCCCCCCCCC)C(C#N)C1=CC(=C(C=C1)OC)OC (α-dodecyl-3,4-dimethoxy-phenylacetonitrile), BrCCBr (1,2-dibromoethane), C(C)(C)[N-]C(C)C.[Li+] (lithium diisopropylamide). Run in C1(=CC=CC=C1)C (toluene). Product: C(CCCCCCCCCCC)C(C#N)(CCBr)C1=CC(=C(C=C1)OC)OC (α-(n-dodecyl)-α-(2-bromoethyl)-3,4-dimethoxyphenyl-acetonitrile), β-(N-ethyl)-3,4-dimethoxyphenethylamine. RXN SMILES: [CH2:1]([CH:13]([C:16]1[CH:21]=[CH:20][C:19]([O:22][CH3:23])=[C:18]([O:24][CH3:25])[CH:17]=1)[C:14]#[N:15])[CH2:2][CH2:3][CH2:4][CH2:5][CH2:6][CH2:7][CH2:8][CH2:9][CH2:10][CH2:11][CH3:12].[Br:26][CH2:27][CH2:28]Br.C([N-]C(C)C)(C)C.[Li+]>C1(C)C=CC=CC=1>[CH2:1]([C:13]([C:16]1[CH:21]=[CH:20][C:19]([O:22][CH3:23])=[C:18]([O:24][CH3:25])[CH:17]=1)([CH2:28][CH2:27][Br:26])[C:14]#[N:15])[CH2:2][CH2:3][CH2:4][CH2:5][CH2:6][CH2:7][CH2:8][CH2:9][CH2:10][CH2:11][CH3:12] |f:2.3|. Procedure: 45.2 g (0.1 mole) of α-(n-dodecyl)-α-(2-bromoethyl)-3,4-dimethoxyphenyl-acetonitrile (obtained by condensation of α-dodecyl-3,4-dimethoxy-phenylacetonitrile with 1,2-dibromoethane in toluene solution in the presence of lithium diisopropylamide) and 41.8 g of β-(N-ethyl)-3,4-dimethoxyphenethylamine were heated at 150° C. in an oilbath for two hours. 250 ml of toluene were added while the mixture was still hot and the precipitate of β-(N-ethyl)-3,4-dimethoxy-phenethylamine hydrobromide which separ... Starting materials: CC#N, Cc1ccc2cc([N+](=O)[O-])ccc2n1, CI. The product is Cc1ccc2cc([N+](=O)[O-])ccc2[n+]1C, [I-]. As a reaction SMILES: [CH3:17][C:18]#[N:19].[CH3:1][c:2]1[n:3][c:4]2[cH:5][cH:6][c:7]([N+:12](=[O:13])[O-:14])[cH:8][c:9]2[cH:10][cH:11]1.[I:15][CH3:16]>>[CH3:1][c:2]1[n+:3]([CH3:16])[c:4]2[cH:5][cH:6][c:7]([N+:12](=[O:13])[O-:14])[cH:8][c:9]2[cH:10][cH:11]1.[I-:15]. Procedure: 2,4-Diaminophenol is prepared by the catalytic hydrogenation of 2,4-dinitrophenol or less conveniently be reduction in acid solution by metals. It is also formed by the electrolytic reduction of 3-dinitrobenzene or 3-nitroaniline in sulfuric acid (L. Gatterman, Chem. Ber., 1893, 26, p. 1848). 2,6-Diaminophenol is formed by the reduction of 2,6-dinitrophenol (J. Post and C. Stuckenberg, Ann., 1880, 205, p. 79). 2,5-Diaminophenol and 4,5-diaminophenol and prepared from the corresponding nitroamino... Yields the product NC1=C(C=CC(=C1)N)O (2,4-Diaminophenol), C1=CC(=CC(=C1)[N+](=O)[O-])[N+](=O)[O-] (3-dinitrobenzene), [N+](=O)([O-])C=1C=C(N)C=CC1 (3-nitroaniline). RXN SMILES: [N+:1]([C:4]1[CH:9]=[C:8]([N+:10]([O-:12])=[O:11])[CH:7]=[CH:6][C:5]=1[OH:13])([O-:3])=[O:2]>S(=O)(=O)(O)O>[NH2:1][C:4]1[CH:9]=[C:8]([NH2:10])[CH:7]=[CH:6][C:5]=1[OH:13].[CH:6]1[CH:5]=[C:4]([N+:1]([O-:3])=[O:2])[CH:9]=[C:8]([N+:10]([O-:12])=[O:11])[CH:7]=1.[N+:1]([C:4]1[CH:9]=[C:8]([CH:7]=[CH:6][CH:5]=1)[NH2:10])([O-:3])=[O:2]. Starting materials: [N+](=O)([O-])C1=C(C=CC(=C1)[N+](=O)[O-])O (2,4-dinitrophenol). Solvent: S(O)(O)(=O)=O (sulfuric acid). Yields the product ClC1=C(C=C(S1)C(=O)O)C (5-Chloro-4-methyl-thiophene-2-carboxylic acid). Starting materials: ClC1=CC(=C(S1)C(=O)O)C (5-Chloro-3-methyl-thiophene-2-carboxylic acid), CO.O (methanol H2O). As a reaction SMILES: [Cl:1][C:2]1[S:6][C:5]([C:7]([OH:9])=[O:8])=[C:4](C)[CH:3]=1.[CH3:11]O.O>>[Cl:1][C:2]1[S:6][C:5]([C:7]([OH:9])=[O:8])=[CH:4][C:3]=1[CH3:11] |f:1.2|. Procedure details: 5-Chloro-3-methyl-thiophene-2-carboxylic acid, melting point (methanol/H2O) 149°-152° C. (90%).